This data is from the Open Reaction Database (ORD), a public repository of structured organic reaction records. The task is: describe an organic reaction: reactants, conditions, products, and yield The reactants are COC(C(C)O)(C1=CC2=CC=C(C=C2C=C1)OC)OC (1,1-dimethoxy-1-(6-methoxy-2-naphthyl)propan-2-ol), CS(=O)(=O)Cl (methanesulfonyl chloride). Run in N1=CC=CC=C1 (pyridine). Run at time 3 hour. Product: CS(=O)(=O)OC(C(C1=CC2=CC=C(C=C2C=C1)OC)(OC)OC)C (1,1-dimethoxy-1-(6-methoxy-2-naphthyl)prop-2-yl methanesulfonate). As a reaction SMILES: [CH3:1][O:2][C:3]([O:19][CH3:20])([C:7]1[CH:16]=[CH:15][C:14]2[C:9](=[CH:10][CH:11]=[C:12]([O:17][CH3:18])[CH:13]=2)[CH:8]=1)[CH:4]([OH:6])[CH3:5].[CH3:21][S:22](Cl)(=[O:24])=[O:23]>N1C=CC=CC=1>[CH3:21][S:22]([O:6][CH:4]([CH3:5])[C:3]([O:19][CH3:20])([O:2][CH3:1])[C:7]1[CH:16]=[CH:15][C:14]2[C:9](=[CH:10][CH:11]=[C:12]([O:17][CH3:18])[CH:13]=2)[CH:8]=1)(=[O:24])=[O:23]. Procedure details: 1.2 G of 1,1-dimethoxy-1-(6-methoxy-2-naphthyl)propan-2-ol is dissolved in 10 ml of pyridine and 1.1 g of methanesulfonyl chloride is added to that solution in one portion. The mixture is allowed to stand for about three hours and the separation of pyridine hydrochloride crystals is observed. The reaction mixture is poured into 100 ml of water and extracted with 50 ml of ether. The ethereal extract is washed several times with water and dried over magnesium sulfate. The ethereal layer is evapora... The reactants are C(C)(=S)[O-].[K+] (potassium thioacetate), C([O-])(O)=O.[Na+] (sodium bicarbonate), CC(=O)OCC1=C(N2[C@@H]([C@@H](C2=O)N)SC1)C(=O)O (7-amino-cephalosporanic acid), C1(O)=CC=C(O)C=C1 (hydroquinone). Run in O (water), C(C)(=O)O (acetic acid). Run at temperature 60 celsius, time 3 hour. Yields the product NC1[C@@H]2N(C(=C(CS2)CSC(C)=O)C(=O)O)C1=O (7-amino-3-acetylthiomethyl-ceph-3-eme-4-carboxylic acid). Isolated yield 85.1%. Reaction SMILES: C(=O)(O)[O-].[Na+].CC(O[CH2:10][C:11]1[CH2:20][S:19][C@@H:14]2[C@H:15]([NH2:18])[C:16](=[O:17])[N:13]2[C:12]=1[C:21]([OH:23])=[O:22])=O.C1(C=CC(O)=CC=1)O.[C:32]([O-:35])(=[S:34])[CH3:33].[K+]>O.C(O)(=O)C>[NH2:18][CH:15]1[C:16](=[O:17])[N:13]2[C:12]([C:21]([OH:23])=[O:22])=[C:11]([CH2:10][S:34][C:32](=[O:35])[CH3:33])[CH2:20][S:19][C@H:14]12 |f:0.1,4.5|. Procedure details: 1.7 g of sodium bicarbonate were added under an inert gas to a stirred mixture of 5.44 g of 7-amino-cephalosporanic acid in 50 ml of water containing 1% of hydroquinone and after dissolution occured, 3 g of potassium thioacetate were added thereto. The mixture was stirred for 3 hours at 60° C. and was then cooled and acidified with acetic acid. The mixture was stirred at room temperature and was vacuum filtered and the product was washed and dried to obtain 4.9 g of 7-amino-3-acetylthiomethyl-ce... Yields the product ClC=1C=C(C=2C(=C(ON2)C2=CC=CC=C2)C1)CC(=O)NC (5-Chloro-N-methyl-3-phenyl-2,1-benzisoxazole-7-acetamide). Reactants: acid chloride, CN (methylamine), ClC=1C=C(C=2C(=C(ON2)C2=CC=CC=C2)C1)CC(=O)O (5-chloro-3-phenyl-2,1-benzisoxazole-7-acetic acid), CN (monomethylamine). Procedure details: The title compound is prepared by reacting the acid chloride of 5-chloro-3-phenyl-2,1-benzisoxazole-7-acetic acid and excess monomethylamine in a closed container in an aprotic solvent. The unused methylamine is allowed to escape and the solution is washed with hydrochloric acid followed by aqueous base and evaporated. The title compound is obtained by conventional crystallization from alkanolic solution or by chromatography. Reaction SMILES: [Cl:1][C:2]1[CH:3]=[C:4]([CH2:17][C:18]([OH:20])=O)[C:5]2[C:6]([CH:16]=1)=[C:7]([C:10]1[CH:15]=[CH:14][CH:13]=[CH:12][CH:11]=1)[O:8][N:9]=2.[CH3:21][NH2:22]>>[Cl:1][C:2]1[CH:3]=[C:4]([CH2:17][C:18]([NH:22][CH3:21])=[O:20])[C:5]2[C:6]([CH:16]=1)=[C:7]([C:10]1[CH:15]=[CH:14][CH:13]=[CH:12][CH:11]=1)[O:8][N:9]=2.